Dataset: the Open Reaction Database (ORD), a public repository of structured organic reaction records. Task: describe an organic reaction: reactants, conditions, products, and yield Starting materials: Rh(COD)2, C(C)C(/C(=C/CC/C(=C/CN)/C)/C)CC (diethylgeranylamine), C(C)C(C(=CCC\C(=C/CN)\C)C)CC (diethylnerylamine), respective precursor complex, respective ligand, C(C)(=O)O.O (acetic acid water). Yields the product CC(C)=CCCC(C)CC=O (citronellal). As a reaction SMILES: [CH2:1]([CH:3](CC)/[C:4](/[CH3:13])=[CH:5]/[CH2:6][CH2:7]/[C:8](/[CH3:12])=[CH:9]/CN)C.C(C(CC)C(C)=CCC/C(/C)=C\CN)C.C(O)(=[O:33])C.O>C1COCC1>[CH3:9][C:8](=[CH:7][CH2:6][CH2:5][CH:4]([CH2:3][CH:1]=[O:33])[CH3:13])[CH3:12] |f:2.3|. Run in C1CCOC1 (THF), respective solvent. Conditions: temperature 0 celsius, time 1 hour. Reported procedure: Precursor complex: [Rh(COD)2 ]+X- (X=anion as defined above) In a glove box, a solution of 0.025 mmole of the respective precursor complex (for example [Rh(COD)2 ]+SO3CF3-) in 2.5 ml of THF (0.01 M) was added to 0.025 mmole of the respective ligand in a one-necked flask equipped with a stopcock. The solution was stirred for 1 h, then a solution of 10 mmole of diethylgeranylamine or diethylnerylamine in 10 ml of the respective solvent was added. The flask was then equipped with a reflux condenser... The reactants are O=C([O-])[O-], CCCS, Fc1cnccc1-c1nc2cc(C(F)(F)F)ccc2o1, [K+], [K+], CN(C)C=O, O. Product: CCCSc1cnccc1-c1nc2cc(C(F)(F)F)ccc2o1. Reaction SMILES: [C:25](=[O:26])([O-:27])[O-:28].[CH2:21]([CH2:22][CH3:23])[SH:24].[F:1][c:2]1[cH:3][n:4][cH:5][cH:6][c:7]1-[c:8]1[o:9][c:10]2[c:11]([n:12]1)[cH:13][c:14]([C:17]([F:18])([F:19])[F:20])[cH:15][cH:16]2.[K+:29].[K+:30].[O:31]=[CH:32][N:33]([CH3:34])[CH3:35].[OH2:36]>>[c:2]1([S:24][CH2:21][CH2:22][CH3:23])[cH:3][n:4][cH:5][cH:6][c:7]1-[c:8]1[o:9][c:10]2[c:11]([n:12]1)[cH:13][c:14]([C:17]([F:18])([F:19])[F:20])[cH:15][cH:16]2. Reactants: CC1(CC(C2=CC(=CC=C12)C)=O)C (3,3,6-trimethyl-1-indanone), O (water), CC(C=C)O (3-buten-2-ol), C1(=CC=C(C=C1)S(=O)(=O)O)C (p-toluenesulfonic acid). Solvent: COC(C)(C)OC (2,2-dimethoxy-propane). The product is C(C=CC)C1C(C2=CC(=CC=C2C1(C)C)C)=O ((RS)-2-(2-buten-1-yl)-3,3,6-trimethyl-1-indanone). Isolated yield 51.0%. RXN SMILES: [CH3:1][C:2]1([CH3:13])[C:10]2[C:5](=[CH:6][C:7]([CH3:11])=[CH:8][CH:9]=2)[C:4](=[O:12])[CH2:3]1.[CH3:14][CH:15](O)[CH:16]=[CH2:17].C1(C)C=CC(S(O)(=O)=O)=CC=1.O>COC(OC)(C)C>[CH2:14]([CH:3]1[C:2]([CH3:13])([CH3:1])[C:10]2[C:5](=[CH:6][C:7]([CH3:11])=[CH:8][CH:9]=2)[C:4]1=[O:12])[CH:15]=[CH:16][CH3:17]. Procedure details: A solution of 18.9 g of 3,3,6-trimethyl-1-indanone, 22.4 ml of 3-buten-2-ol and 300 mg of p-toluenesulfonic acid in 200 ml of 2,2-dimethoxy-propane was boiled under reflux for 64 hours on a water separator filled with molecular sieve (0.4 nm, 2 mm pearl shaped). The reaction mixture was subsequently concentrated in a vacuum and purified by column chromatography on silica gel (hexane/ethyl acetate 6:1). In addition to 4.5 g of educt, there were obtained 12.7 g (51%) of (RS)-2-(2-buten-1-yl)-3,3,6... As a reaction SMILES: S(Cl)([Cl:3])=O.[CH:5]1([CH2:11][CH:12](O)[CH:13]=[CH2:14])[CH2:10][CH2:9][CH2:8][CH2:7][CH2:6]1.O>CCOCC>[Cl:3][CH2:14]/[CH:13]=[CH:12]/[CH2:11][CH:5]1[CH2:10][CH2:9][CH2:8][CH2:7][CH2:6]1. Product: ClC\C=C\CC1CCCCC1 ((2E)-1-chloro-4-cyclohexylbut-2 -ene). Procedure: Thionyl chloride (50.5 ml) was added dropwise over 1 hour to a stirred solution of 1-cyclohexyl-3-buten-2-ol (50 g) (obtained as described in European Patent Application, Publication No. 258183) in dry ether (1 litre). The solution was allowed to stand overnight and then water (750 ml) was added, and the mixture was stirred for 1 hour. The organic phase was separated, washed with water (500 ml) and saturated sodium chloride solution (2×250 ml) and dried (MgSO4). The solvent was removed by evapor... Reaction conditions: time 8 hour. The reactants are S(=O)(Cl)Cl (Thionyl chloride), C1(CCCCC1)CC(C=C)O (1-cyclohexyl-3-buten-2-ol), O (water). Solvent: CCOCC (ether). Starting materials: O=C([O-])[O-], CI, COc1ccc2c(c1)CC(=O)N2, CC(C)=O, [K+], [K+]. Yields the product COc1ccc2c(c1)CC(=O)N2C. Reaction SMILES: [C:13](=[O:14])([O-:15])[O-:16].[CH3:19][I:20].[CH3:1][O:2][c:3]1[cH:4][c:5]2[c:9]([cH:10][cH:11]1)[NH:8][C:7](=[O:12])[CH2:6]2.[CH3:21][C:22](=[O:23])[CH3:24].[K+:17].[K+:18]>>[CH3:1][O:2][c:3]1[cH:4][c:5]2[c:9]([cH:10][cH:11]1)[N:8]([CH3:13])[C:7](=[O:12])[CH2:6]2.